Dataset: the Open Reaction Database (ORD), a public repository of structured organic reaction records. Task: describe an organic reaction: reactants, conditions, products, and yield Reactants: [OH-].[Na+] (NaOH), Cl (HCl), C(CC)OC(=O)[C@@H]1CC[C@H](CC1)C(CNC(=O)C1(CC1)C1=CC=C(C=C1)Cl)NC(=O)OC(C)(C)C (trans-4-(1-tert-Butoxycarbonylamino-2-{[1-(4-chloro-phenyl)cyclo-propanecarbonyl]-amino}-ethyl)-cyclohexanecarboxylic acid propyl ester), [Li+].[OH-] (LiOH). The solvent is O (H2O), O (H2O), C1CCOC1 (THF), O (H2O), CO (MeOH). Reaction conditions: time 1 hour. The product is C(C)(C)(C)OC(=O)NC(CNC(=O)C1(CC1)C1=CC=C(C=C1)Cl)[C@@H]1CC[C@H](CC1)C(=O)O (trans-4-(1-tert-Butoxycarbonylamino-2-{[1-(4-chloro-phenyl)cyclopropane-carbonyl]-amino}-ethyl)-cyclohexanecarboxylic acid). Isolated yield 46.0%. RXN SMILES: C([O:4][C:5]([C@H:7]1[CH2:12][CH2:11][C@H:10]([CH:13]([NH:28][C:29]([O:31][C:32]([CH3:35])([CH3:34])[CH3:33])=[O:30])[CH2:14][NH:15][C:16]([C:18]2([C:21]3[CH:26]=[CH:25][C:24]([Cl:27])=[CH:23][CH:22]=3)[CH2:20][CH2:19]2)=[O:17])[CH2:9][CH2:8]1)=[O:6])CC.[Li+].[OH-].[OH-].[Na+].Cl>C1COCC1.O.CO>[C:32]([O:31][C:29]([NH:28][CH:13]([C@H:10]1[CH2:9][CH2:8][C@H:7]([C:5]([OH:6])=[O:4])[CH2:12][CH2:11]1)[CH2:14][NH:15][C:16]([C:18]1([C:21]2[CH:22]=[CH:23][C:24]([Cl:27])=[CH:25][CH:26]=2)[CH2:20][CH2:19]1)=[O:17])=[O:30])([CH3:35])([CH3:33])[CH3:34] |f:1.2,3.4|. Procedure details: cis-/trans-4-(1-tert-Butoxycarbonylamino-2-{[1-(4-chloro-phenyl)-cyclopropane-carbonyl]-amino}-ethyl)-cyclohexanecarboxylic acid propyl ester (1-9) (1.26 g, 0.00248 mol, 1 eq) was dissolved in THF (20 mL) and MeOH (10 mL) in a 250 mL RB flask LiOH (0.12 g, 0.00497 mol, 2 eq) in H2O (5 mL) was added to this solution. The reaction mixture was stirred at RT for 1 hour. NaOH (MW 40, 0.0075 mol, 3 eq) in H2O (5 mL) was added to the above reaction mixture. The reaction mixture was stirred at RT overni... The yield is 88.3%. RXN SMILES: C([Li])CCC.Br[C:7](Br)=[CH:8][C@H:9]1[CH2:13][CH2:12][CH2:11][N:10]1[C:14]([O:16][C:17]([CH3:20])([CH3:19])[CH3:18])=[O:15].CO.C(OCC)(=O)C>C1COCC1>[C:8]([C@H:9]1[CH2:13][CH2:12][CH2:11][N:10]1[C:14]([O:16][C:17]([CH3:20])([CH3:19])[CH3:18])=[O:15])#[CH:7]. Product: C(#C)[C@@H]1N(CCC1)C(=O)OC(C)(C)C ((R)-t-Butyl 2-ethynyl-1-pyrrolidinecarboxylate). Run in C1CCOC1 (THF). Reactants: C(CCC)[Li] (Butyl lithium), BrC(=C[C@@H]1N(CCC1)C(=O)OC(C)(C)C)Br ((R)-t-butyl 2-(2,2-dibromoethenyl)-1-pyrrolidinecarboxylate), CO (methanol), C(C)(=O)OCC (ethyl acetate). Procedure: Butyl lithium (48 mL, 0.08 mol) was added at -78° C. to a stirred solution of (R)-t-butyl 2-(2,2-dibromoethenyl)-1-pyrrolidinecarboxylate (14.2 g, 0.04 mol) in dry THF (300 mL). The color turned to dark yellow. After 15 min. methanol (10 mL) and ethyl acetate (10 mL) were added and the solution was allowed to warm to room temperature. The solvent was removed and the residue was partitioned between ethyl acetate and water. The ethyl acetate phase was concentrated and applied to a silica gel colum... The reactants are OBO, Cc1ccc(Br)cc1NCC(C)C, Fc1ccccc1. Yields the product Cc1ccc(-c2ccc(F)cc2)cc1NCC(C)C. Reaction SMILES: [BH:1]([OH:2])[OH:3].[Br:11][c:12]1[cH:13][cH:14][c:15]([CH3:23])[c:16]([NH:17][CH2:18][CH:19]([CH3:20])[CH3:21])[cH:22]1.[F:4][c:5]1[cH:6][cH:7][cH:8][cH:9][cH:10]1>>[F:4][c:5]1[cH:6][cH:7][c:8](-[c:12]2[cH:13][cH:14][c:15]([CH3:23])[c:16]([NH:17][CH2:18][CH:19]([CH3:20])[CH3:21])[cH:22]2)[cH:9][cH:10]1.